Dataset: the Open Reaction Database (ORD), a public repository of structured organic reaction records. Task: describe an organic reaction: reactants, conditions, products, and yield Reactants: ClC1=NC2=CC=C(C=C2C=C1)Cl (2,6-dichloro-quinoline), N[C@@H]1CCC2=CC=CC=C12 ((R)-1-aminoindane). Run at temperature 125 celsius. Product: ClC=1C=C2C=CC(=NC2=CC1)N[C@@H]1CCC2=CC=CC=C12 ((6-chloro-quinolin-2-yl)-(R)-indan-1-yl-amine). The yield is 33.9%. As a reaction SMILES: Cl[C:2]1[CH:11]=[CH:10][C:9]2[C:4](=[CH:5][CH:6]=[C:7]([Cl:12])[CH:8]=2)[N:3]=1.[NH2:13][C@H:14]1[C:22]2[C:17](=[CH:18][CH:19]=[CH:20][CH:21]=2)[CH2:16][CH2:15]1>>[Cl:12][C:7]1[CH:8]=[C:9]2[C:4](=[CH:5][CH:6]=1)[N:3]=[C:2]([NH:13][C@H:14]1[C:22]3[C:17](=[CH:18][CH:19]=[CH:20][CH:21]=3)[CH2:16][CH2:15]1)[CH:11]=[CH:10]2. Procedure: A stirred mixture of 2,6-dichloro-quinoline (4.8 g, 24 mmol) and (R)-1-aminoindane (6.5 g, 48 mmol) was heated in a sealed tube for 16 h at 125° C. Purification by flash chromatography on silica gel (ethyl acetate/heptane) yielded (6-chloro-quinolin-2-yl)-(R)-indan-1-yl-amine as a yellow solid (2.4 g, 34%), MS 295.1 [(M+H)+]. The reactants are FC(C=1C=C(CS(=O)(=O)N(C)CC2=NN(C(=C2)C(=O)OC)C2=NC=CC=C2Cl)C=C(C1)C(F)(F)F)(F)F (methyl 3-{[{[3,5-bis(trifluoromethyl)benzyl]sulphonyl}(methyl)amino]methyl}-1-(3-chloropyridin-2-yl)-1H-pyrazole-5-carboxylate), [OH-].[Na+] (sodium hydroxide). Run in CO (methanol). Conditions: time 12 hour. Product: FC(C=1C=C(CS(=O)(=O)N(C)CC2=NN(C(=C2)C(=O)O)C2=NC=CC=C2Cl)C=C(C1)C(F)(F)F)(F)F (3-{[{[3,5-bis(trifluoromethyl)benzyl]sulphonyl}(methyl)amino]methyl}-1-(3-chloropyridin-2-yl)-1H-pyrazole-5-carboxylic acid). RXN SMILES: [F:1][C:2]([F:37])([F:36])[C:3]1[CH:4]=[C:5]([CH:29]=[C:30]([C:32]([F:35])([F:34])[F:33])[CH:31]=1)[CH2:6][S:7]([N:10]([CH2:12][C:13]1[CH:17]=[C:16]([C:18]([O:20]C)=[O:19])[N:15]([C:22]2[C:27]([Cl:28])=[CH:26][CH:25]=[CH:24][N:23]=2)[N:14]=1)[CH3:11])(=[O:9])=[O:8].[OH-].[Na+]>CO>[F:36][C:2]([F:1])([F:37])[C:3]1[CH:4]=[C:5]([CH:29]=[C:30]([C:32]([F:35])([F:33])[F:34])[CH:31]=1)[CH2:6][S:7]([N:10]([CH2:12][C:13]1[CH:17]=[C:16]([C:18]([OH:20])=[O:19])[N:15]([C:22]2[C:27]([Cl:28])=[CH:26][CH:25]=[CH:24][N:23]=2)[N:14]=1)[CH3:11])(=[O:9])=[O:8] |f:1.2|. Reported procedure: 3.30 g (5.78 mmol) of methyl 3-{[{[3,5-bis(trifluoromethyl)benzyl]sulphonyl}(methyl)amino]methyl}-1-(3-chloropyridin-2-yl)-1H-pyrazole-5-carboxylate were dissolved in 50 ml of methanol, and aqueous sodium hydroxide solution (0.28 g of sodium hydroxide dissolved in 25 ml of water; 6.94 mmol) was added dropwise at 0° C. The reaction mixture was stirred at room temperature for 12 hours. The methanol was then removed under reduced pressure and the aqueous residue was extracted three times with methy...